Task: describe an organic reaction: reactants, conditions, products, and yield. Dataset: the Open Reaction Database (ORD), a public repository of structured organic reaction records Starting materials: O=C(CC=1C=C(C=CC1)CC(=O)OC)C (methyl [3-(2-oxopropyl)phenyl]acetate), C[C@H](C1=CC=CC=C1)N ((R)-α-methyl benzylamine), C(C)(=O)O[BH-](OC(C)=O)OC(C)=O.[Na+] (sodium triacetoxyborohydride), C(C)(=O)O (acetic acid), hydrochloride salt. Solvent: ClCCl (dichloromethane). Yields the product C1(=CC=CC=C1)[C@@H](C)N[C@@H](CC=1C=C(C=CC1)CC(=O)OC)C (Methyl [3-((2R)-2-{[(1R)-1-phenyl-ethyl]-amino}-propyl)-phenyl]-acetate). The yield is 41.0%. Reaction SMILES: O=[C:2]([CH3:15])[CH2:3][C:4]1[CH:5]=[C:6]([CH2:10][C:11]([O:13][CH3:14])=[O:12])[CH:7]=[CH:8][CH:9]=1.[CH3:16][C@@H:17]([NH2:24])[C:18]1[CH:23]=[CH:22][CH:21]=[CH:20][CH:19]=1.C(O[BH-](OC(=O)C)OC(=O)C)(=O)C.[Na+].C(O)(=O)C>ClCCl>[C:18]1([C@H:17]([NH:24][C@H:2]([CH3:15])[CH2:3][C:4]2[CH:5]=[C:6]([CH2:10][C:11]([O:13][CH3:14])=[O:12])[CH:7]=[CH:8][CH:9]=2)[CH3:16])[CH:23]=[CH:22][CH:21]=[CH:20][CH:19]=1 |f:2.3|. Procedure details: A solution of methyl [3-(2-oxopropyl)phenyl]acetate (Preparation 90) (45.3 g, 236 mmol), (R)-α-methyl benzylamine (27.6 ml, 214 mmol), sodium triacetoxyborohydride (68.1 g, 321 mmol) and acetic acid (14.7 ml, 257 mmol) in dichloromethane (1500 ml) was stirred at room temperature for 18 hours. The reaction mixture was quenched by addition of saturated aqueous sodium bicarbonate (600 ml) and allowed to stir until effervescence ceased. The organic phase was separated and the aqueous phase extracted... Reactants: FC1=C(OC=2C3=C(N=CN2)C=C(S3)S(=O)C)C=CC(=C1)[N+](=O)[O-] (4-(2-Fluoro-4-nitrophenoxy)-6-(methylsulfinyl)thieno[3,2-d]pyrimidine), FC=1C=C(C=CC1OC=1C2=C(N=CN1)C=C(S2)SC)NC(=S)NC(CC2=CC=CC=C2)=O (N-(3-Fluoro-4-(6-(methylthio)thieno[3,2-d]pyrimidin-4-yloxy)phenylcarbamothioyl)-2-phenylacetamide). Yields the product FC=1C=C(C=CC1OC1=NC=NC2=C1C=C(S2)S(=O)C)NC(=S)NC(CC2=CC=CC=C2)=O (N-(3-Fluoro-4-(6-(methylsulfinyl)thieno[3,2-]pyrimidin-4-yloxy)phenyl carbamothioyl)-2-phenylacetamide). The yield is 36.0%. RXN SMILES: FC1C=C([N+]([O-])=O)C=CC=1OC1[C:6]2[S:13][C:12]([S:14]([CH3:16])=[O:15])=[CH:11][C:7]=2N=CN=1.[F:24][C:25]1[CH:26]=[C:27]([NH:43][C:44]([NH:46][C:47](=[O:55])[CH2:48][C:49]2[CH:54]=[CH:53][CH:52]=[CH:51][CH:50]=2)=[S:45])[CH:28]=[CH:29][C:30]=1[O:31][C:32]1C2SC(SC)=CC=2[N:35]=[CH:36][N:37]=1>>[F:24][C:25]1[CH:26]=[C:27]([NH:43][C:44]([NH:46][C:47](=[O:55])[CH2:48][C:49]2[CH:50]=[CH:51][CH:52]=[CH:53][CH:54]=2)=[S:45])[CH:28]=[CH:29][C:30]=1[O:31][C:32]1[C:7]2[CH:11]=[C:12]([S:14]([CH3:16])=[O:15])[S:13][C:6]=2[N:35]=[CH:36][N:37]=1. Procedure details: Starting from the compound 285 and following the procedure described above for the synthesis of compound 283 (scheme 64, step 4, example 225), title compound 286 was obtained in 36% yield as an off-white solid. 1H NMR (DMSO-d6) δ (ppm): 12.45(s, 1H), 11.83(s, 1H), 8.80(s, 1H), 8.13(s, 1H), 7.93(dd, 1H, J1=2.3 Hz, J2=10.9 Hz), 7.55 (t, 1H, J=8.6 Hz), 7.48 (m, 1H), 7.34-7.31(m, 4H), 7.28-7.25(m, 1H), 3.81(s, 2H), 3.08(s, 3H). MS (m/z): 501.0(M+H) (found). Reactants: COC1=C(C=O)C=CC(=C1)[N+](=O)[O-] (2-methoxy-4-nitrobenzaldehyde), COC(=O)C=P(C1=CC=CC=C1)(C2=CC=CC=C2)C3=CC=CC=C3 (methyl (triphenylphosphoranylidene) acetate). Run in C(Cl)Cl (CH2Cl2). Yields the product COC1=C(C=CC(=C1)[N+](=O)[O-])C=CC(=O)OC (Methyl 3-(2-methoxy-4-nitrophenyl)acrylate). Isolated yield 99.7%. As a reaction SMILES: [CH3:1][O:2][C:3]1[CH:10]=[C:9]([N+:11]([O-:13])=[O:12])[CH:8]=[CH:7][C:4]=1[CH:5]=O.[CH3:14][O:15][C:16]([CH:18]=P(C1C=CC=CC=1)(C1C=CC=CC=1)C1C=CC=CC=1)=[O:17]>C(Cl)Cl>[CH3:1][O:2][C:3]1[CH:10]=[C:9]([N+:11]([O-:13])=[O:12])[CH:8]=[CH:7][C:4]=1[CH:5]=[CH:18][C:16]([O:15][CH3:14])=[O:17]. Reported procedure: A solution of 2-methoxy-4-nitrobenzaldehyde (904 mg, 4.99 mmol) and methyl (triphenylphosphoranylidene) acetate (2.04 g, 5.86 mmol) in CH2Cl2 (25.0 mL) was stirred at 20° C. for 14 h. The solvent was evaporated under reduced pressure and the residue was chromatographed (SiO2 230-400 mesh, 4/1 hexanes/EtOAc) to give the title compound (1.18 g, 4/1 E/Z isomeric mixture, quant.) as a white solid. MS (electrospray, +ions) m/z 238 (M+H). Reactants: CS(=O)(=O)Cl (methanesulfonyl chloride), Cl.Cl.NC=1C=C(C=CC1)C1=CC=C(C=C1)NC(=O)[C@H]1CN2CCC1CC2 ((3R)—N-(3′-Aminobiphenyl-4-yl)quinuclidine-3-carboxamide dihydrochloride). The solvent is CN(C)C=O (DMF), C(C)#N (acetonitrile), O (water). Reaction conditions: time 18 hour. Yields the product Cl.CS(=O)(=O)NC=1C=C(C=CC1)C1=CC=C(C=C1)NC(=O)[C@H]1CN2CCC1CC2 ((3R)—N- (3′-[(Methylsulfonyl)amino]biphenyl-4-yl) quinuclidine-3-carboxamide hydrochloride). RXN SMILES: [CH3:1][S:2]([Cl:5])(=[O:4])=[O:3].Cl.Cl.[NH2:8][C:9]1[CH:10]=[C:11]([C:15]2[CH:20]=[CH:19][C:18]([NH:21][C:22]([C@@H:24]3[CH:29]4[CH2:30][CH2:31][N:26]([CH2:27][CH2:28]4)[CH2:25]3)=[O:23])=[CH:17][CH:16]=2)[CH:12]=[CH:13][CH:14]=1>CN(C=O)C.C(#N)C.O>[ClH:5].[CH3:1][S:2]([NH:8][C:9]1[CH:10]=[C:11]([C:15]2[CH:16]=[CH:17][C:18]([NH:21][C:22]([C@@H:24]3[CH:29]4[CH2:28][CH2:27][N:26]([CH2:31][CH2:30]4)[CH2:25]3)=[O:23])=[CH:19][CH:20]=2)[CH:12]=[CH:13][CH:14]=1)(=[O:4])=[O:3] |f:1.2.3,7.8|. Procedure details: 63.6 μl (0.46 mmol) of triethylanaine and 21.2 μl (0.27 mmol) of methanesulfonyl chloride are added to a solution of 60 mg (0.09 mmol) of (3R)—N-(3′-aminobiphenyl-4-yl)quinuclidine-3-carboxamide dihydrochloride (Example 8A) in 1 ml of DMF at room temperature. After 18 h at room temperature, the reaction mixture is diluted with a 1:1 mixture of acetonitrile and water and purified by preparative HPLC. The product fractions are concentrated, taken up in 1 ml of 1 N hydrochloric acid, again concentr... Reactants: N[C@H](CO)CC1=CC=C(C=C1)C ((2S)-2-amino-3-(4-methylphenyl)propan-1-ol), C(C)(C)N(CC)C(C)C (diisopropylethylamine), ClC(Cl)(OC(OC(Cl)(Cl)Cl)=O)Cl (triphosgene). The solvent is C(Cl)Cl (CH2Cl2). Run at temperature 0 celsius, time 3 hour. Product: CC1=CC=C(C[C@@H]2NC(OC2)=O)C=C1 ((4S)-4-(4-methylbenzyl)-1,3-oxazolidin-2-one). RXN SMILES: [NH2:1][C@@H:2]([CH2:5][C:6]1[CH:11]=[CH:10][C:9]([CH3:12])=[CH:8][CH:7]=1)[CH2:3][OH:4].C(N(C(C)C)CC)(C)C.Cl[C:23](Cl)([O:25]C(=O)OC(Cl)(Cl)Cl)Cl>C(Cl)Cl>[CH3:12][C:9]1[CH:8]=[CH:7][C:6]([CH2:5][C@H:2]2[CH2:3][O:4][C:23](=[O:25])[NH:1]2)=[CH:11][CH:10]=1. Procedure: A stirred solution of (2S)-2-amino-3-(4-methylphenyl)propan-1-ol (Step A, 460 mg, 2.79 mmol) in CH2Cl2 (20 mL) at 0° C. was treated with diisopropylethylamine (2.92 mL, 16.74 mmol) and triphosgene (414 mg, 1.39 mmol) under an atmosphere of N2. The reaction stirred at 0° C. for 3 h. The reaction was quenched with sat. NaHCO3 (10 mL) and extracted with EtOAc (4×20 mL). The combined organic layers were washed with brine (25 mL), dried (MgSO4), filtered and concentrated in vacuo. The crude product w... Reactants: ClCCC(=O)Cl (β-chloropropionyl chloride), NC1=C(CO)C=CC=C1 (2-aminobenzyl alcohol), N1CCCOCC2=C1C=CC=C2 (1,3,4,6-tetrahydro-2H-5,1-benzoxazocine), Cl (hydrochloric acid). Run in CCOCC (ether), CCOCC (ether), C(C)N(CC)CC (triethylamine), O (Water). Run at temperature 0 celsius. Yields the product Cl.C1N2C3=C(COCC1)C=CC=C3C3=C2CCNC3 (2,3,9,10,11,12-hexahydro-1H,5H-pyrido[3',4':4,5]pyrrolo[3,2,1-kl][5,1]benzoxazocine hydrochloride). Reaction SMILES: [Cl:1]CCC(Cl)=O.[NH2:7][C:8]1C=[CH:14][CH:13]=[CH:12][C:9]=1CO.Cl.[NH:17]1[C:24]2[CH:25]=[CH:26][CH:27]=[CH:28][C:23]=2[CH2:22][O:21][CH2:20][CH2:19][CH2:18]1>CCOCC.C(N(CC)CC)C.O>[ClH:1].[CH2:18]1[CH2:19][CH2:20][O:21][CH2:22][C:23]2[CH:28]=[CH:27][CH:26]=[C:25]3[C:9]4[CH2:8][NH:7][CH2:14][CH2:13][C:12]=4[N:17]1[C:24]=23 |f:7.8|. Procedure: A solution of 2.54 g of β-chloropropionyl chloride in 30 ml of anhydrous ether is added slowly to a stirred solution of 2.13 g of 2-aminobenzyl alcohol in 100 ml of anhydrous ether and 1.8 ml of triethylamine previously cooled to 0° C. After the addition is complete, stirring is continued for another hour, keeping the reaction mixture at 0° C. Water (30 ml.) is then added, and the reaction mixture is acidified with hydrochloric acid. The ether layer is separated, washed with an aqueous saturated...